From a dataset of the Open Reaction Database (ORD), a public repository of structured organic reaction records. describe an organic reaction: reactants, conditions, products, and yield The yield is 49.0%. Procedure: 2-Amino-4,6-dichloropyrimidine-5-carbaldehyde (100 g) was suspended in tetrahydrofuran (4000 ml), and a 1 N solution of vinylmagnesium bromide in tetrahydrofuran (2200 g) was added dropwise under ice-cooling. After completion of the dropwise addition, the mixture was stirred under ice-cooling for two hours. Water (2000 ml) was added to the reaction solution, and the solution was made acidic with a 1 N hydrochloric acid solution (2500 ml), followed by extraction with ethyl acetate. The organic la... RXN SMILES: [NH2:1][C:2]1[N:7]=[C:6]([Cl:8])[C:5]([CH:9]=[O:10])=[C:4]([Cl:11])[N:3]=1.[CH:12]([Mg]Br)=[CH2:13].O.Cl>O1CCCC1>[NH2:1][C:2]1[N:3]=[C:4]([Cl:11])[C:5]([CH:9]([OH:10])[CH:12]=[CH2:13])=[C:6]([Cl:8])[N:7]=1. Product: NC1=NC(=C(C(=N1)Cl)C(C=C)O)Cl (1-(2-Amino-4,6-dichloropyrimidin-5-yl)prop-2-en-1-ol). Solvent: O1CCCC1 (tetrahydrofuran), O1CCCC1 (tetrahydrofuran). Reactants: solution, C(=C)[Mg]Br (vinylmagnesium bromide), NC1=NC(=C(C(=N1)Cl)C=O)Cl (2-Amino-4,6-dichloropyrimidine-5-carbaldehyde), O (Water), Cl (hydrochloric acid). Reactants: C[O-].[Na+] (Sodium methylate), solution, ClC1=NC(=NC(=C1CC(=O)OC)Cl)C (methyl 4,6-dichloro-2-methyl-pyrimidin-5-yl-acetate). Run in CO (methanol), COCCOC (1,2-dimethoxyethane), C(C)OCC (diethyl ether). Reaction conditions: time 30 minute. Yields the product ClC1=NC(=NC(=C1CC(=O)OC)OC)C (methyl 4-chloro-6-methoxy-2-methyl-pyrimidin-5-yl-acetate). Reaction SMILES: [CH3:1][O-:2].[Na+].[Cl:4][C:5]1[C:10]([CH2:11][C:12]([O:14][CH3:15])=[O:13])=[C:9](Cl)[N:8]=[C:7]([CH3:17])[N:6]=1>CO.COCCOC.C(OCC)C>[Cl:4][C:5]1[C:10]([CH2:11][C:12]([O:14][CH3:15])=[O:13])=[C:9]([O:2][CH3:1])[N:8]=[C:7]([CH3:17])[N:6]=1 |f:0.1|. Reported procedure: Sodium methylate in methanol (33 ml of a 5.4 molar solution) is added at room temperature to a solution of methyl 4,6-dichloro-2-methyl-pyrimidin-5-yl-acetate (35.5 g, 0.15 mol) in 1,2-dimethoxyethane (60 ml). After stirring for 30 minutes the mixture is diluted with diethyl ether and washed with water. Drying and distillation gives the methyl 4-chloro-6-methoxy-2-methyl-pyrimidin-5-yl-acetate as a colorless oil (30 g), b.p. 108°-110° C./0.5 torr. Reactants: ClC1=NC(=CN=C1)C1=CC=C(C=C1)Cl (2-chloro-6-(4-chlorophenyl)pyrazine), P(Br)(Br)Br (phosphorus tribromide), N (ammonia). Run in O (water). Product: BrC1=NC(=CN=C1)C1=CC=C(C=C1)Cl (2-Bromo-6-(4-chlorophenyl)pyrazine). Reaction SMILES: Cl[C:2]1[CH:7]=[N:6][CH:5]=[C:4]([C:8]2[CH:13]=[CH:12][C:11]([Cl:14])=[CH:10][CH:9]=2)[N:3]=1.P(Br)(Br)[Br:16].N>O>[Br:16][C:2]1[CH:7]=[N:6][CH:5]=[C:4]([C:8]2[CH:13]=[CH:12][C:11]([Cl:14])=[CH:10][CH:9]=2)[N:3]=1. Reported procedure: To a flask containing 2-chloro-6-(4-chlorophenyl)pyrazine (2.35 g, 10.4 mmol), was added phosphorus tribromide (17 mL) and the mixture heated at reflux for 6 h under nitrogen. The reaction mixture was cooled to room temperature prior to pouring carefully into iced water (600 mL) the resulting mixture was adjusted to pH 6–7 using aqueous ammonia and extracted with diethyl ether (2×250 mL). The organic solution was dried (MgSO4) and the solvent removed in vacuo. The reaction had not gone to comple...